Dataset: the Open Reaction Database (ORD), a public repository of structured organic reaction records. Task: describe an organic reaction: reactants, conditions, products, and yield Reactants: N12CC(C(CC1)CC2)=CCC2=CC=C(C=C2)NS(=O)(=O)C (N-[4-(2-(1-azabicyclo[2.2.2]oct-3-ylidene)ethyl)phenyl]methanesulfonamide), C(CCCCCC)Br (heptyl bromide). Product: [Br-].CS(=O)(=O)NC1=CC=C(C=C1)CC=C1C[N+]2(CCC1CC2)CCCCCCC (3-[2-(4-((methylsulfonyl)amino)phenyl)ethylidene]-1-heptyl-1-azoniabicyclo[2.2.2]octane bromide). As a reaction SMILES: [N:1]12[CH2:8][CH2:7][CH:4]([CH2:5][CH2:6]1)[C:3](=[CH:9][CH2:10][C:11]1[CH:16]=[CH:15][C:14]([NH:17][S:18]([CH3:21])(=[O:20])=[O:19])=[CH:13][CH:12]=1)[CH2:2]2.[CH2:22]([Br:29])[CH2:23][CH2:24][CH2:25][CH2:26][CH2:27][CH3:28]>>[Br-:29].[CH3:21][S:18]([NH:17][C:14]1[CH:15]=[CH:16][C:11]([CH2:10][CH:9]=[C:3]2[CH:4]3[CH2:5][CH2:6][N+:1]([CH2:22][CH2:23][CH2:24][CH2:25][CH2:26][CH2:27][CH3:28])([CH2:8][CH2:7]3)[CH2:2]2)=[CH:12][CH:13]=1)(=[O:19])=[O:20] |f:2.3|. Reported procedure: In a manner similar to Example II, Method A, react N-[4-(2-(1-azabicyclo[2.2.2]oct-3-ylidene)ethyl)phenyl]methanesulfonamide with heptyl bromide to afford the title compound. Reactants: S1C(=NC2=C1C=CC=C2)NC2=CC=C(C=C2)O (4-(benzo[d]thiazol-2-ylamino)phenol), FC=1C(=NC=CN1)C1CCN(CC1)C(C)=O (1-(4-(3-fluoropyrazin-2-yl)piperidin-1-yl)ethanone), C([O-])([O-])=O.[Cs+].[Cs+] (cesium carbonate). Run in CS(=O)C (DMSO). Reaction conditions: temperature 80 celsius. The product is S1C(=NC2=C1C=CC=C2)NC2=CC=C(OC=1C(=NC=CN1)C1CCN(CC1)C(C)=O)C=C2 (1-(4-(3-(4-(BENZO[D]THIAZOL-2-YLAMINO)PHENOXY)PYRAZIN-2-YL)PIPERIDIN-1-YL)ETHANONE). Reaction SMILES: [S:1]1[C:5]2[CH:6]=[CH:7][CH:8]=[CH:9][C:4]=2[N:3]=[C:2]1[NH:10][C:11]1[CH:16]=[CH:15][C:14]([OH:17])=[CH:13][CH:12]=1.F[C:19]1[C:20]([CH:25]2[CH2:30][CH2:29][N:28]([C:31](=[O:33])[CH3:32])[CH2:27][CH2:26]2)=[N:21][CH:22]=[CH:23][N:24]=1.C(=O)([O-])[O-].[Cs+].[Cs+]>CS(C)=O>[S:1]1[C:5]2[CH:6]=[CH:7][CH:8]=[CH:9][C:4]=2[N:3]=[C:2]1[NH:10][C:11]1[CH:16]=[CH:15][C:14]([O:17][C:19]2[C:20]([CH:25]3[CH2:26][CH2:27][N:28]([C:31](=[O:33])[CH3:32])[CH2:29][CH2:30]3)=[N:21][CH:22]=[CH:23][N:24]=2)=[CH:13][CH:12]=1 |f:2.3.4|. Procedure: The mixture of 4-(benzo[d]thiazol-2-ylamino)phenol (91 mg, 0.38 mmol), 1-(4-(3-fluoropyrazin-2-yl)piperidin-1-yl)ethanone (56 mg, 0.25 mmol), and cesium carbonate (123 mg, 0.38 mmol) in DMSO (0.85 mL) was heated at 80° C. for 16 h. After cooling to RT, the reaction mixture was partitioned between Teac and brine. The aqueous layer was back extracted with Teac (2×) and the combined organic layer was dried (Na2SO4) and concentrated. The crude material was purified by chromatography through a Redi-S... Starting materials: F[B-](F)(F)F, CCOC(=O)C(=CC=C(C(=S)OCC)N(C)C)c1ccccc1, CCOC(=O)C(=CC=[N+](C)C)N(C)C, CCO, CCOC(=O)Cc1cccc2ccccc12. Product: CCOC(=O)C(=CC=C(C(=O)OCC)N(C)C)c1cccc2ccccc12. As a reaction SMILES: [B-:24]([F:25])([F:26])([F:27])[F:28].[CH3:1][N:2]([CH3:3])[C:4](=[CH:5][CH:6]=[C:7]([c:8]1[cH:9][cH:10][cH:11][cH:12][cH:13]1)[C:14]([O:15][CH2:16][CH3:17])=[O:18])[C:19]([O:20][CH2:21][CH3:22])=[S:23].[CH3:29][N:30]([C:31](=[CH:32][CH:33]=[N+:34]([CH3:35])[CH3:36])[C:37](=[O:38])[O:39][CH2:40][CH3:41])[CH3:42].[CH3:59][CH2:60][OH:61].[c:43]1([CH2:53][C:54](=[O:55])[O:56][CH2:57][CH3:58])[cH:44][cH:45][cH:46][c:47]2[cH:48][cH:49][cH:50][cH:51][c:52]12>>[CH3:29][N:30]([C:31](=[CH:32][CH:33]=[C:53]([c:43]1[cH:44][cH:45][cH:46][c:47]2[cH:48][cH:49][cH:50][cH:51][c:52]12)[C:54](=[O:55])[O:56][CH2:57][CH3:58])[C:37](=[O:38])[O:39][CH2:40][CH3:41])[CH3:42]. Reactants: C(C)(C)(C)N1CC([C@@H](C1)C1=C(C=C(C=C1)F)F)C#N ((4R)-1-t-butyl-4-(2,4-difluorophenyl)pyrrolidine-3-carbonitrile), CN(C1=CC=CC2=CC=CC(=C12)N(C)C)C (1.8-bis(dimethylamino)naphthalene), CO (methanol), ClC(=O)OC(C)Cl (1-chloroethyl chloroformate). The solvent is ClCCCl (DCE), ClCCCl (DCE). Reaction conditions: temperature 70 celsius, time 1 hour. Yields the product FC1=C(C=CC(=C1)F)[C@H]1C(CNC1)C#N ((4R)-4-(2,4-difluorophenyl)pyrrolidine-3-carbonitrile). Reaction SMILES: C([N:5]1[CH2:9][C@@H:8]([C:10]2[CH:15]=[CH:14][C:13]([F:16])=[CH:12][C:11]=2[F:17])[CH:7]([C:18]#[N:19])[CH2:6]1)(C)(C)C.ClC(OC(Cl)C)=O.CN(C)C1C2C(=CC=CC=2N(C)C)C=CC=1.CO>ClCCCl>[F:17][C:11]1[CH:12]=[C:13]([F:16])[CH:14]=[CH:15][C:10]=1[C@@H:8]1[CH2:9][NH:5][CH2:6][CH:7]1[C:18]#[N:19]. Procedure details: To a solution of (4R)-1-t-butyl-4-(2,4-difluorophenyl)pyrrolidine-3-carbonitrile (4 g, 15.15 mmol) prepared according to the procedure described in WO 2004/09126 in DCE (10 ml) was added dropwise 1-chloroethyl chloroformate (2.45 ml, 22.68 mmol) at 0° C. The reaction solution was heated to 70° C., and maintaining this temperature, 1.8-bis(dimethylamino)naphthalene (4.87 g, 22.72 mmol) in DCE (10 ml) was added dropwise for 2 h. After the reaction finished, methanol (10 ml) was added, and maintain... Starting materials: C(C1=CC=CC=C1)OC(=O)N1CCC(CC1)CNC1=CC(=NC=C1)C(N(C)C)=O (4-[(2-Dimethylcarbamoyl-pyridin-4-ylamino)-methyl]-piperidine-1-carboxylic acid benzyl ester), B.O1CCCC1 (borane tetrahydrofuran). Reaction conditions: time 24 hour. Yields the product C(C1=CC=CC=C1)OC(=O)N1CCC(CC1)CNC1=CC(=NC=C1)CN(C)C (4-[(2-dimethylaminomethyl-pyridin-4-ylamino)-methyl]-piperidine-1-carboxylic acid benzyl ester). RXN SMILES: [CH2:1]([O:8][C:9]([N:11]1[CH2:16][CH2:15][CH:14]([CH2:17][NH:18][C:19]2[CH:24]=[CH:23][N:22]=[C:21]([C:25](=O)[N:26]([CH3:28])[CH3:27])[CH:20]=2)[CH2:13][CH2:12]1)=[O:10])[C:2]1[CH:7]=[CH:6][CH:5]=[CH:4][CH:3]=1.B.O1CCCC1>>[CH2:1]([O:8][C:9]([N:11]1[CH2:12][CH2:13][CH:14]([CH2:17][NH:18][C:19]2[CH:24]=[CH:23][N:22]=[C:21]([CH2:25][N:26]([CH3:28])[CH3:27])[CH:20]=2)[CH2:15][CH2:16]1)=[O:10])[C:2]1[CH:7]=[CH:6][CH:5]=[CH:4][CH:3]=1 |f:1.2|. Procedure: To 4-[(2-Dimethylcarbamoyl-pyridin-4-ylamino)-methyl]-piperidine-1-carboxylic acid benzyl ester (28 mg, 0.05 mmol) was added a solution of 1.0M borane-tetrahydrofuran (2 mL). The reaction was stirred at room temperature for 24 h. The reaction was quenched with 1N HCl (2 mL) and concentrated in vacuo to an oil. Reverse phase chromatography (C-18 using acetonitrile/0.1% trifluoroacetic acid in water) gave upon concentration in vacuo EXAMPLE 51. Reactants: ClC=1C=CN2C(C(=CC(=C2C1C)C1CC1)C(=O)OC)=O (Methyl 8-chloro-1-cyclopropyl-9-methyl-4-oxo-4H-quinolizine-3-carboxylate), C([O-])([O-])=O.[Cs+].[Cs+] (cesium carbonate), CC1(OB(OC1(C)C)C=1C=C2C=NNC2=CC1)C (5-(4,4,5,5-tetramethyl-1,3,2-dioxaborolan-2-yl)-1H-indazole), COCCOC (1,2-dimethoxyethane). The reagents and catalysts are C1(=CC=CC=C1)P([C-]1C=CC=C1)C1=CC=CC=C1.[C-]1(C=CC=C1)P(C1=CC=CC=C1)C1=CC=CC=C1.[Fe+2] (1,1′-Bis-(diphenylphosphino)-ferrocene), [Pd](Cl)Cl (palladium dichloride). Run in O (water), C(Cl)Cl (DCM), O (water). Conditions: temperature 150 celsius. The product is N1N=CC2=CC(=CC=C12)C=1C=CN2C(C(=CC(=C2C1C)C1CC1)C(=O)OC)=O (methyl 8-(1H-indazol-5-yl)-1-cyclopropyl-9-methyl-4-oxo-4H-quinolizine-3-carboxylate). The yield is 73.3%. As a reaction SMILES: Cl[C:2]1[CH:3]=[CH:4][N:5]2[C:10]([C:11]=1[CH3:12])=[C:9]([CH:13]1[CH2:15][CH2:14]1)[CH:8]=[C:7]([C:16]([O:18][CH3:19])=[O:17])[C:6]2=[O:20].C(=O)([O-])[O-].[Cs+].[Cs+].CC1(C)C(C)(C)OB([C:35]2[CH:36]=[C:37]3[C:41](=[CH:42][CH:43]=2)[NH:40][N:39]=[CH:38]3)O1.COCCOC>C(Cl)Cl.O.C1(P(C2C=CC=CC=2)[C-]2C=CC=C2)C=CC=CC=1.[C-]1(P(C2C=CC=CC=2)C2C=CC=CC=2)C=CC=C1.[Fe+2].[Pd](Cl)Cl>[NH:40]1[C:41]2[C:37](=[CH:36][C:35]([C:2]3[CH:3]=[CH:4][N:5]4[C:10]([C:11]=3[CH3:12])=[C:9]([CH:13]3[CH2:15][CH2:14]3)[CH:8]=[C:7]([C:16]([O:18][CH3:19])=[O:17])[C:6]4=[O:20])=[CH:43][CH:42]=2)[CH:38]=[N:39]1 |f:1.2.3,8.9.10|. Reported procedure: Methyl 8-chloro-1-cyclopropyl-9-methyl-4-oxo-4H-quinolizine-3-carboxylate (100 mg, 0.34 mmol), cesium carbonate (335 mg, 1.03 mmol) and 5-(4,4,5,5-tetramethyl-1,3,2-dioxaborolan-2-yl)-1H-indazole (92 mg, 0.38 mmol) were added to a mixture of 1,2-dimethoxyethane (3 mL) and water (1 mL). The mixture was degassed with argon. 1,1′-Bis-(diphenylphosphino)-ferrocene) palladium dichloride (28 mg, 0.03 mmol) was added. The reaction mixture was heated at 150° C. in a microwave oven under argon atmosphere...